From a dataset of the Open Reaction Database (ORD), a public repository of structured organic reaction records. describe an organic reaction: reactants, conditions, products, and yield Starting materials: CCCCCCC(=O)O, Cn1cccc1, CC(C)C(=O)O, c1cc[nH]c1. Yields the product CC(C)C(=O)c1cccn1C. Reaction SMILES: [CH3:18][CH2:19][CH2:20][CH2:21][CH2:22][CH2:23][C:24](=[O:25])[OH:26].[CH3:1][n:2]1[cH:3][cH:4][cH:5][cH:6]1.[CH3:7][CH:8]([CH3:9])[C:10]([OH:11])=[O:12].[nH:13]1[cH:14][cH:15][cH:16][cH:17]1>>[CH3:1][n:2]1[c:3]([C:10]([CH:8]([CH3:7])[CH3:9])=[O:11])[cH:4][cH:5][cH:6]1. Reactants: O=C1Cc2c(cccc2-c2cccc(Br)c2)N1, CCN(CC)CCNC(=O)c1cc(C)c(C=O)[nH]1, C1CCNCC1, CCO. Product: CCN(CC)CCNC(=O)c1cc(C)c(C=C2C(=O)Nc3cccc(-c4cccc(Br)c4)c32)[nH]1. RXN SMILES: [Br:1][c:2]1[cH:3][c:4](-[c:8]2[c:9]3[c:13]([cH:14][cH:15][cH:16]2)[NH:12][C:11](=[O:17])[CH2:10]3)[cH:5][cH:6][cH:7]1.[CH2:18]([CH3:19])[N:20]([CH2:21][CH2:22][NH:23][C:24](=[O:25])[c:26]1[nH:27][c:28]([CH:32]=[O:33])[c:29]([CH3:31])[cH:30]1)[CH2:34][CH3:35].[CH2:36]1[CH2:37][CH2:38][NH:39][CH2:40][CH2:41]1.[CH3:42][CH2:43][OH:44]>>[Br:1][c:2]1[cH:3][c:4](-[c:8]2[c:9]3[c:13]([cH:14][cH:15][cH:16]2)[NH:12][C:11](=[O:17])[C:10]3=[CH:32][c:28]2[nH:27][c:26]([C:24]([NH:23][CH2:22][CH2:21][N:20]([CH2:18][CH3:19])[CH2:34][CH3:35])=[O:25])[cH:30][c:29]2[CH3:31])[cH:5][cH:6][cH:7]1. The yield is 92.8%. Starting materials: [BH4-].[Na+] (Sodium borohydride), OC1CCC2(CCC(CC2)C=O)CC1 (9-hydroxy-3-formyl-spiro[5.5]undecane). Procedure details: Sodium borohydride (65.0 mg) was added to a solution of 0.320 g 9-hydroxy-3-formyl-spiro[5.5]undecane in 5 ml of ethanol, at 0° C. under argon atmosphere. After 30 minutes the mixture was quenched with 2 ml. of 0.1N hydrochloric acid and evaporated under reduced pressure; the crude residue was dissolved in 10 ml. of ethyl acetate, the organic layer washed with water was dried over anhydrous sodium sulfate and evaporated to dryness to give 0.300 g of 9-hydroxy-3-hydroxymethyl-spiro[5.5]undecane a... RXN SMILES: [BH4-].[Na+].[OH:3][CH:4]1[CH2:16][CH2:15][C:7]2([CH2:12][CH2:11][CH:10]([CH:13]=[O:14])[CH2:9][CH2:8]2)[CH2:6][CH2:5]1>C(O)C>[OH:3][CH:4]1[CH2:5][CH2:6][C:7]2([CH2:12][CH2:11][CH:10]([CH2:13][OH:14])[CH2:9][CH2:8]2)[CH2:15][CH2:16]1 |f:0.1|. The solvent is C(C)O (ethanol). The product is OC1CCC2(CCC(CC2)CO)CC1 (9-hydroxy-3-hydroxymethyl-spiro[5.5]undecane). Reactants: CO (methanol), C1(=CC=CC=C1)[C@H]1CC[C@H](N1)C(=O)OC(C)(C)C (tert-butyl (2S,5R)-5-phenylprolinate), C(C)(C)(C)OC(=O)NCC(=O)O (2-tert-butoxycarbonylaminoacetic acid), C1(CCCCC1)N=C=NC1CCCCC1 (N,N'-dicyclohexylcarbodiimide). Solvent: C(C)#N (acetonitrile). The product is C(C)(C)(C)OC(=O)NCC(=O)N1[C@H](C(=O)OC(C)(C)C)CC[C@@H]1C1=CC=CC=C1 (tert-butyl (2S,5R)-1-(2-tert-butoxycarbonylaminoacetyl)-5-phenylprolinate). Yield: 80.3%. As a reaction SMILES: [C:1]1([C@@H:7]2[NH:11][C@H:10]([C:12]([O:14][C:15]([CH3:18])([CH3:17])[CH3:16])=[O:13])[CH2:9][CH2:8]2)[CH:6]=[CH:5][CH:4]=[CH:3][CH:2]=1.[C:19]([O:23][C:24]([NH:26][CH2:27][C:28](O)=[O:29])=[O:25])([CH3:22])([CH3:21])[CH3:20].C1(N=C=NC2CCCCC2)CCCCC1.CO>C(#N)C>[C:19]([O:23][C:24]([NH:26][CH2:27][C:28]([N:11]1[C@@H:7]([C:1]2[CH:2]=[CH:3][CH:4]=[CH:5][CH:6]=2)[CH2:8][CH2:9][C@H:10]1[C:12]([O:14][C:15]([CH3:18])([CH3:17])[CH3:16])=[O:13])=[O:29])=[O:25])([CH3:22])([CH3:21])[CH3:20]. Procedure details: tert-Butyl (2S,5R)-1-(2-tert-butoxycarbonylaminoacetyl)-5-phenylprolinate may be obtained as per Example 2 B, but starting from a solution containing 8 g of tert-butyl (2S,5R)-5-phenylprolinate, 5.7 g of 2-tert-butoxycarbonylaminoacetic acid and 6.7 g of N,N'-dicyclohexylcarbodiimide in 75 cm3 of anhydrous acetonitrile. 10.5 g of tert-butyl (2S,5R)-1-(2-tert-butoxycarbonylaminoacetyl)-5-phenylprolinate, melting at 136° C., [α]D20 +19.1°±0.8° (C=0.64; methanol), are thus obtained. The reactants are CC1=CN=C(O1)N (5-methyl-oxazol-2-ylamine), C1=CC=CC=2OC3=CC=CC=C3C(C12)C(=O)Cl (9-xanthene-carboxylic acid chloride). The product is CC1=CN=C(O1)NC(=O)C1C2=CC=CC=C2OC=2C=CC=CC12 (9H-Xanthene-9-carboxylic acid (5-methyl-oxazol-2-yl)-amide). RXN SMILES: [CH3:1][C:2]1[O:6][C:5]([NH2:7])=[N:4][CH:3]=1.[CH:8]1[C:21]2[CH:20]([C:22](Cl)=[O:23])[C:19]3[C:14](=[CH:15][CH:16]=[CH:17][CH:18]=3)[O:13][C:12]=2[CH:11]=[CH:10][CH:9]=1>>[CH3:1][C:2]1[O:6][C:5]([NH:7][C:22]([CH:20]2[C:21]3[CH:8]=[CH:9][CH:10]=[CH:11][C:12]=3[O:13][C:14]3[C:19]2=[CH:18][CH:17]=[CH:16][CH:15]=3)=[O:23])=[N:4][CH:3]=1. Procedure: The title compound, white solid, m.p. 217-220° C. and MS: m/e=306.1 (M+) was prepared in accordance with the general method of example 44a from 5-methyl-oxazol-2-ylamine [Ber. 95, 2419(1962)] and 9-xanthene-carboxylic acid chloride. The reactants are CC(=O)O, CC(=O)O, OCCC(CO)COC(c1ccccc1)(c1ccccc1)c1ccccc1, CC(=O)O, O. Product: OC(c1ccccc1)(c1ccccc1)c1ccccc1. As a reaction SMILES: [C:1]([OH:2])(=[O:3])[CH3:4].[C:5]([OH:6])(=[O:7])[CH3:8].[C:9]([c:10]1[cH:11][cH:12][cH:13][cH:14][cH:15]1)([c:16]1[cH:17][cH:18][cH:19][cH:20][cH:21]1)([c:22]1[cH:23][cH:24][cH:25][cH:26][cH:27]1)[O:28][CH2:29][CH:30]([CH2:31][CH2:32][OH:33])[CH2:34][OH:35].[CH3:37][C:38](=[O:39])[OH:40].[OH2:36]>>[C:9]([c:10]1[cH:11][cH:12][cH:13][cH:14][cH:15]1)([c:16]1[cH:17][cH:18][cH:19][cH:20][cH:21]1)([c:22]1[cH:23][cH:24][cH:25][cH:26][cH:27]1)[OH:28]. Reactants: COC1=C(C=C(C=C1)S(=O)(=O)N1CCCC2=CC=C(C=C12)C(F)(F)F)N1CCN(CC1)C (1-[4-methoxy-3-(4-methylpiperazin-1-yl)benzenesulfonyl]-7-trifluoromethyl-1,2,3,4-tetrahydroquinoline), ClC(=O)OC(C)Cl (1-chloro-ethyl chloroformate), C(C)(C)N(C(C)C)CC (N,N-Diisopropylethylamine). Run in ClCCCl (1,2-dichloroethane). Product: Cl.COC1=C(C=C(C=C1)S(=O)(=O)N1CCCC2=CC=C(C=C12)C(F)(F)F)N1CCNCC1 (1-(4-Methoxy-3-piperizin-1-ylbenzenesulfonyl)-7-trifluoromethyl-1,2,3,4-tetrahydroquinoline hydrochloride). As a reaction SMILES: [CH3:1][O:2][C:3]1[CH:8]=[CH:7][C:6]([S:9]([N:12]2[C:21]3[C:16](=[CH:17][CH:18]=[C:19]([C:22]([F:25])([F:24])[F:23])[CH:20]=3)[CH2:15][CH2:14][CH2:13]2)(=[O:11])=[O:10])=[CH:5][C:4]=1[N:26]1[CH2:31][CH2:30][N:29](C)[CH2:28][CH2:27]1.[Cl:33]C(OC(Cl)C)=O.C(N(CC)C(C)C)(C)C>ClCCCl>[ClH:33].[CH3:1][O:2][C:3]1[CH:8]=[CH:7][C:6]([S:9]([N:12]2[C:21]3[C:16](=[CH:17][CH:18]=[C:19]([C:22]([F:25])([F:23])[F:24])[CH:20]=3)[CH2:15][CH2:14][CH2:13]2)(=[O:11])=[O:10])=[CH:5][C:4]=1[N:26]1[CH2:31][CH2:30][NH:29][CH2:28][CH2:27]1 |f:4.5|. Procedure: A solution of 1-[4-methoxy-3-(4-methylpiperazin-1-yl)benzenesulfonyl]-7-trifluoromethyl-1,2,3,4-tetrahydroquinoline (E8) (70 mg, 0.15 mmol) and 1-chloro-ethyl chloroformate (0.08 ml, 0.75 mmol) in 1,2-dichloroethane (2 ml) was heated under reflux for 18 h, and then was cooled to ambient temperature. N,N-Diisopropylethylamine (0.05 ml, 0.26 mmol) was added and the resulting solution was heated under reflux for 2 h. The solvent was removed, the residue was dissolved in methanol (4 ml), and the rea... The reactants are C(C1=CC=CC=C1)OC(N(CC1=C(C=CC(=C1)C(F)(F)F)B1OC(C(O1)(C)C)(C)C)CC)=O (ethyl-[2-(4,4,5,5-tetramethyl-[1,3,2]dioxaborolan-2-yl)-5-trifluoromethyl-benzyl]-carbamic acid benzyl ester), C(C)OC(CC1=C(C=CC(=C1)OS(=O)(=O)C(F)(F)F)Cl)=O ((2-chloro-5-trifluoromethanesulfonyloxy-phenyl)-acetic acid ethyl ester). The product is C(C)OC(CC=1C=C(C=CC1Cl)C1=C(C=C(C=C1)C(F)(F)F)CN(CC)C(=O)OCC1=CC=CC=C1)=O ({2′-[(Benzyloxycarbonyl-ethyl-amino)-methyl]-4-chloro-4′-trifluoromethyl-biphenyl-3-yl}-acetic acid ethyl ester). Reaction SMILES: [CH2:1]([O:8][C:9](=[O:33])[N:10]([CH2:31][CH3:32])[CH2:11][C:12]1[CH:17]=[C:16]([C:18]([F:21])([F:20])[F:19])[CH:15]=[CH:14][C:13]=1B1OC(C)(C)C(C)(C)O1)[C:2]1[CH:7]=[CH:6][CH:5]=[CH:4][CH:3]=1.[CH2:34]([O:36][C:37](=[O:54])[CH2:38][C:39]1[CH:44]=[C:43](OS(C(F)(F)F)(=O)=O)[CH:42]=[CH:41][C:40]=1[Cl:53])[CH3:35]>>[CH2:34]([O:36][C:37](=[O:54])[CH2:38][C:39]1[CH:44]=[C:43]([C:13]2[CH:14]=[CH:15][C:16]([C:18]([F:20])([F:19])[F:21])=[CH:17][C:12]=2[CH2:11][N:10]([C:9]([O:8][CH2:1][C:2]2[CH:7]=[CH:6][CH:5]=[CH:4][CH:3]=2)=[O:33])[CH2:31][CH3:32])[CH:42]=[CH:41][C:40]=1[Cl:53])[CH3:35]. Procedure details: Prepared according to the procedure described in Example 1, Step 4, using the following starting materials: ethyl-[2-(4,4,5,5-tetramethyl-[1,3,2]dioxaborolan-2-yl)-5-trifluoromethyl-benzyl]-carbamic acid benzyl ester and (2-chloro-5-trifluoromethanesulfonyloxy-phenyl)-acetic acid ethyl ester. The reactants are CCC1CCCCC1=NO, CCO, Cl, [Na], O. Product: CCC1CCCCC1N. As a reaction SMILES: [CH2:1]([CH3:2])[CH:3]1[C:4](=[N:9][OH:10])[CH2:5][CH2:6][CH2:7][CH2:8]1.[CH3:13][CH2:14][OH:15].[ClH:12].[Na:11].[OH2:16]>>[CH2:1]([CH3:2])[CH:3]1[CH:4]([NH2:9])[CH2:5][CH2:6][CH2:7][CH2:8]1. As a reaction SMILES: [Br:19][CH2:20][c:21]1[cH:22][cH:23][cH:24][cH:25][cH:26]1.[K+:13].[K+:14].[O-:15][C:16]([O-:17])=[O:18].[O:27]=[CH:28][N:29]([CH3:30])[CH3:31].[OH:1][c:2]1[cH:3][cH:4][c:5]2[c:10]([cH:11]1)[C:9](=[O:12])[CH2:8][CH2:7][CH2:6]2>>[O:1]([c:2]1[cH:3][cH:4][c:5]2[c:10]([cH:11]1)[C:9](=[O:12])[CH2:8][CH2:7][CH2:6]2)[CH2:20][c:21]1[cH:22][cH:23][cH:24][cH:25][cH:26]1. Yields the product O=C1CCCc2ccc(OCc3ccccc3)cc21. The reactants are BrCc1ccccc1, [K+], [K+], O=C([O-])[O-], CN(C)C=O, O=C1CCCc2ccc(O)cc21.